This data is from the Open Reaction Database (ORD), a public repository of structured organic reaction records. The task is: describe an organic reaction: reactants, conditions, products, and yield Reactants: N (NH3), C(#N)C(=C1CCN(CC1)C(=O)OC(C)(C)C)C1=CC=CC=C1 (tert-butyl 4-[cyano(phenyl)methylene]piperidine-1-carboxylate), N (NH3). Reagents/catalysts: [Ni] (Raney nickel), [Ni] (Raney nickel). The solvent is C(C)O (ethanol), O (water). Run at time 5.5 hour. Product: NCC(C1=CC=CC=C1)C1CCN(CC1)C(=O)OC(C)(C)C (tert-butyl 4-(2-amino-1-phenylethyl)piperidine-1-carboxylate). As a reaction SMILES: [C:1]([C:3]([C:17]1[CH:22]=[CH:21][CH:20]=[CH:19][CH:18]=1)=[C:4]1[CH2:9][CH2:8][N:7]([C:10]([O:12][C:13]([CH3:16])([CH3:15])[CH3:14])=[O:11])[CH2:6][CH2:5]1)#[N:2].N>C(O)C.[Ni].O>[NH2:2][CH2:1][CH:3]([CH:4]1[CH2:5][CH2:6][N:7]([C:10]([O:12][C:13]([CH3:16])([CH3:15])[CH3:14])=[O:11])[CH2:8][CH2:9]1)[C:17]1[CH:22]=[CH:21][CH:20]=[CH:19][CH:18]=1. Reported procedure: tert-butyl 4-[cyano(phenyl)methylene]piperidine-1-carboxylate (1.18 g, 3.95 mmol) in ethanol (15 ml) was saturated with NH3 at ambient temperature and Raney nickel (1 ml, 3.95 mmol) in water was added. The reaction was placed on a Parr reactor under H2 pressure (48 psi) for 19 hours. The reaction mixture was then re-saturated with NH3 and additional Raney nickel (1 ml, 3.95 mmol) was added before placing back on the Parr reactor for an additional 5.5 hours. The reaction mixture was filtered thro... Starting materials: FC1=C(C=CC(=C1)F)[C@]1(OC1)[C@H](C)O ((1S)-[(2R)-2-(2,4-difluorophenyl)-2-oxiranyl] ethanol), ClC1=NC(=C2NC=NC2=N1)Cl (2,6-dichloropurine). Product: ClC1=NC(=C2N=CN(C2=N1)[C@H](C)[C@@]1(OC1)C1=C(C=C(C=C1)F)F)Cl ((2S)-2-[(1R)-1-[2,6-dichloro-9(9 H)-purinyl]ethyl]-2-(2,4-difluorophenyl)oxirane). Yield: 17.5%. Reaction SMILES: [F:1][C:2]1[CH:7]=[C:6]([F:8])[CH:5]=[CH:4][C:3]=1[C@:9]1([C@@H:12](O)[CH3:13])[CH2:11][O:10]1.[Cl:15][C:16]1[N:24]=[C:23]2[C:19]([NH:20][CH:21]=[N:22]2)=[C:18]([Cl:25])[N:17]=1>>[Cl:15][C:16]1[N:24]=[C:23]2[C:19]([N:20]=[CH:21][N:22]2[C@@H:12]([C@@:9]2([C:3]3[CH:4]=[CH:5][C:6]([F:8])=[CH:7][C:2]=3[F:1])[CH2:11][O:10]2)[CH3:13])=[C:18]([Cl:25])[N:17]=1. Procedure: Using (1S)-[(2R)-2-(2,4-difluorophenyl)-2-oxiranyl] ethanol (578 mg) and 2,6-dichloropurine (490 mg), (2S)-2-[(1R)-1-[2,6-dichloro-9(9 H)-purinyl]ethyl]-2-(2,4-difluorophenyl)oxirane (168 mg) was obtained by the same way as in Reference Example 2.